describe an organic reaction: reactants, conditions, products, and yield From a dataset of the Open Reaction Database (ORD), a public repository of structured organic reaction records. Starting materials: C1NC(CC2=CC=CC=C12)C(=O)O (1,2,3,4-tetrahydro-3-isoquinoline-carboxylic acid), BrC(C)C (2-bromopropane), [OH-].[Na+] (NaOH), BrC(C)C (2-bromopropane), [OH-].[Na+] (NaOH). Run in C(C)O (ethanol). Yields the product C(C)(C)N1CC2=CC=CC=C2CC1C(=O)O (N-isopropyl-1,2,3,4-tetrahydro-3-isoquinolinecarboxylic acid). Isolated yield 88.0%. RXN SMILES: [CH2:1]1[C:10]2[C:5](=[CH:6][CH:7]=[CH:8][CH:9]=2)[CH2:4][CH:3]([C:11]([OH:13])=[O:12])[NH:2]1.Br[CH:15]([CH3:17])[CH3:16].[OH-].[Na+]>C(O)C>[CH:15]([N:2]1[CH:3]([C:11]([OH:13])=[O:12])[CH2:4][C:5]2[C:10](=[CH:9][CH:8]=[CH:7][CH:6]=2)[CH2:1]1)([CH3:17])[CH3:16] |f:2.3|. Procedure: A solution of 1,2,3,4-tetrahydro-3-isoquinoline-carboxylic acid (9 g, 42 mmol), 2-bromopropane (8 ml, 84 mmol) and 1N NaOH (168 mmol) in ethanol (170 ml) was refluxed for 5 hours, then 2-bromopropane (8 ml, 84 mmol) and 1N NaOH (168 ml, 168 mmol) were added and the mixture was refluxed for 5 hours. Ethanol was removed and the aqueous solution was treated with 6N hydrochloric acid to pH=7. Unreacted starting material was recovered by filtration and the solvent was removed under reduced pressure. ... Reactants: CS(C)=O, N#Cc1ccccc1F, [K+], [OH-], c1c[nH]cn1. Product: N#Cc1ccccc1-n1ccnc1. Reaction SMILES: [CH3:17][S:18]([CH3:19])=[O:20].[F:8][c:9]1[c:10]([C:11]#[N:12])[cH:13][cH:14][cH:15][cH:16]1.[K+:2].[OH-:1].[nH:3]1[cH:4][n:5][cH:6][cH:7]1>>[n:3]1(-[c:9]2[c:10]([C:11]#[N:12])[cH:13][cH:14][cH:15][cH:16]2)[cH:4][n:5][cH:6][cH:7]1. Reactants: CO\N=C(/COC1=CC=C(C=C1)CO)\C1=CC=CC=C1 ((4-{[(2Z)-2-(methoxyimino)-2-phenylethyl]oxy}phenyl)methanol), C(#N)C(CC(=O)OCC1=CC=CC=C1)C1=CC=C(C=C1)O (benzyl 3-cyano-3-(4-hydroxyphenyl)propanoate). Yields the product C(#N)C(CC(=O)O)C1=CC=C(C=C1)OCC1=CC=C(C=C1)OC\C(\C1=CC=CC=C1)=N/OC ((+)-3-Cyano-3-{4-[(4-{[(2Z)-2-(methoxyimino)-2-phenylethyl]oxy}benzyl)oxy]phenyl}propanoic acid). Yield: 39.9%. As a reaction SMILES: [CH3:1][O:2]/[N:3]=[C:4](/[C:15]1[CH:20]=[CH:19][CH:18]=[CH:17][CH:16]=1)\[CH2:5][O:6][C:7]1[CH:12]=[CH:11][C:10]([CH2:13][OH:14])=[CH:9][CH:8]=1.[C:21]([CH:23]([C:35]1[CH:40]=[CH:39][C:38](O)=[CH:37][CH:36]=1)[CH2:24][C:25]([O:27]CC1C=CC=CC=1)=[O:26])#[N:22]>>[C:21]([CH:23]([C:35]1[CH:40]=[CH:39][C:38]([O:14][CH2:13][C:10]2[CH:11]=[CH:12][C:7]([O:6][CH2:5]/[C:4](=[N:3]\[O:2][CH3:1])/[C:15]3[CH:20]=[CH:19][CH:18]=[CH:17][CH:16]=3)=[CH:8][CH:9]=2)=[CH:37][CH:36]=1)[CH2:24][C:25]([OH:27])=[O:26])#[N:22]. Procedure: Compound 74 was synthesized from (4-{[(2Z)-2-(methoxyimino)-2-phenylethyl]oxy}phenyl)methanol (0.04 g, 2.2 mmol) and benzyl 3-cyano-3-(4-hydroxyphenyl)propanoate (0.66 g, 2.2 mmol) by following the procedure described in scheme 24 (0.2 g, yield: 39.91%); Purity: 98.51%. Starting materials: BrC=1C(=NC=CC1)C(=O)N (3-Bromopicolinamide), C(C)(=O)OC(C)=O (acetic anhydride). Yields the product BrC=1C(=NC=CC1)C#N (3-bromopicolinonitrile). RXN SMILES: [Br:1][C:2]1[C:3]([C:8]([NH2:10])=O)=[N:4][CH:5]=[CH:6][CH:7]=1.C(OC(=O)C)(=O)C>>[Br:1][C:2]1[C:3]([C:8]#[N:10])=[N:4][CH:5]=[CH:6][CH:7]=1. Reported procedure: 3-Bromopicolinamide, prepared as in Example 2(4 g.) is heated with 100 ml. of acetic anhydride on a steam bath. The mixture is then concentrated and worked up by diluting and triturating with water. The solid is dried and sublimed to give 3-bromopicolinonitrile.